From a dataset of the Open Reaction Database (ORD), a public repository of structured organic reaction records. describe an organic reaction: reactants, conditions, products, and yield The reactants are CCOC(C)=O, Clc1ccc(I)cn1, NCCN1CCOCC1. Yields the product Ic1ccc(NCCN2CCOCC2)nc1. Reaction SMILES: [CH3:18][CH2:19][O:20][C:21]([CH3:22])=[O:23].[Cl:1][c:2]1[n:3][cH:4][c:5]([I:8])[cH:6][cH:7]1.[O:9]1[CH2:10][CH2:11][N:12]([CH2:15][CH2:16][NH2:17])[CH2:13][CH2:14]1>>[c:2]1([NH:17][CH2:16][CH2:15][N:12]2[CH2:11][CH2:10][O:9][CH2:14][CH2:13]2)[n:3][cH:4][c:5]([I:8])[cH:6][cH:7]1. Starting materials: C(CCCCC)C1=CC=C(C=C1)C=1SC(=NN1)C1=CC2=CC=C(C=C2C=C1)O (2-(4-hexylphenyl)-5-(6-hydroxynaphthalene-2-yl)-1,3,4-thiadiazole), [OH-].[K+] (potassium hydroxide), C(CCC)Br (n-butyl bromide). Solvent: C(CCC)O (n-butanol). The product is C(CCCCC)C1=CC=C(C=C1)C=1SC(=NN1)C1=CC2=CC=C(C=C2C=C1)OCCCC (2-(4-hexylphenyl)-5(6-butoxynaphthalene-2-yl)-1,3,4-thiadiazole). Isolated yield 72.8%. RXN SMILES: [CH2:1]([C:7]1[CH:12]=[CH:11][C:10]([C:13]2[S:14][C:15]([C:18]3[CH:27]=[CH:26][C:25]4[C:20](=[CH:21][CH:22]=[C:23]([OH:28])[CH:24]=4)[CH:19]=3)=[N:16][N:17]=2)=[CH:9][CH:8]=1)[CH2:2][CH2:3][CH2:4][CH2:5][CH3:6].[OH-].[K+].[CH2:31](Br)[CH2:32][CH2:33][CH3:34]>C(O)CCC>[CH2:1]([C:7]1[CH:12]=[CH:11][C:10]([C:13]2[S:14][C:15]([C:18]3[CH:27]=[CH:26][C:25]4[C:20](=[CH:21][CH:22]=[C:23]([O:28][CH2:31][CH2:32][CH2:33][CH3:34])[CH:24]=4)[CH:19]=3)=[N:16][N:17]=2)=[CH:9][CH:8]=1)[CH2:2][CH2:3][CH2:4][CH2:5][CH3:6] |f:1.2|. Procedure details: In a 20 ml-round-bottomed flask, 0.30 g (0.77 mM) of 2-(4-hexylphenyl)-5-(6-hydroxynaphthalene-2-yl)-1,3,4-thiadiazole, 0.08 g (1.21 mM) of potassium hydroxide was 4 ml of n-butanol were placed and dissolved at about 80° C. To the mixture, 0.12 ml (1.12 mM) of n-butyl bromide was added at 80° C. under stirring, followed by refluxing for 4 hours and 10 minutes under stirring. After the reaction, the reaction mixture was cooled on an iced water bath to precipitate a crystal. The crystal was recove... Reactants: aqueous solution, Cl (hydrogen chloride), crude compound, CI (methyl iodide), N(=O)[O-].[Na+] (sodium nitrite), [H-].[Na+] (Sodium hydride), crude compound, CN(C=O)C (N,N-dimethylformamide), O.NN (Hydrazine monohydrate), NC1=C(C(=NC=2N1N=C(C2C2=C(C=C(C=C2C)C)C)C)C)C(=O)OCC (ethyl 7-amino-3-mesityl-2,5-dimethylpyrazolo[1,5-a]pyrimidin-6-carboxylate). The solvent is O (Water), C(C)O (ethanol), O (water), C(C)O (ethanol). Run at time 1 hour. The product is C1(=C(C(=CC(=C1)C)C)C=1C(=NN2C1N=C(C=1N(C(N(C21)C)=O)C)C)C)C (6-Mesityl-1,3,4,7-tetramethyl-2,3-dihydro-1H-pyrazolo[5,1-b]purin-2-one). Reaction SMILES: O.NN.[NH2:4][C:5]1[N:10]2[N:11]=[C:12]([CH3:23])[C:13]([C:14]3[C:19]([CH3:20])=[CH:18][C:17]([CH3:21])=[CH:16][C:15]=3[CH3:22])=[C:9]2[N:8]=[C:7]([CH3:24])[C:6]=1C(OCC)=O.Cl.N([O-])=O.[Na+].[H-].[Na+].[CH3:37]I.[CH3:39][N:40](C)[CH:41]=[O:42]>C(O)C.O>[C:15]1([CH3:22])[CH:16]=[C:17]([CH3:21])[CH:18]=[C:19]([CH3:20])[C:14]=1[C:13]1[C:12]([CH3:23])=[N:11][N:10]2[C:5]3[N:4]([CH3:37])[C:41](=[O:42])[N:40]([CH3:39])[C:6]=3[C:7]([CH3:24])=[N:8][C:9]=12 |f:0.1,4.5,6.7|. Procedure details: Hydrazine monohydrate (5 mL) was added to a solution of ethyl 7-amino-3-mesityl-2,5-dimethylpyrazolo[1,5-a]pyrimidin-6-carboxylate (809 mg, 2.30 mmol) in ethanol (30 mL), followed by heating under reflux for eight hours. The reaction mixture was evaporated as it was, to give a crude compound. A 10% aqueous solution of hydrogen chloride was added to a solution of the crude compound in ethanol (25 mL) under ice-cooling, and a solution of sodium nitrite (177 mg, 2.53 mmol) in water (10 mL) was grad... Starting materials: ClCCl, CN(C)S(=O)(=O)n1ncc2nc(-c3c(F)cccc3F)c3cc(C(=O)O)ccc3c21, O=C(O)C(F)(F)F, [Na+], O=C([O-])O. Yields the product O=C(O)c1ccc2c(c1)c(-c1c(F)cccc1F)nc1c[nH]nc12. RXN SMILES: [Cl:38][CH2:39][Cl:40].[F:1][c:2]1[c:3](-[c:9]2[n:10][c:11]3[c:12]([c:13]4[cH:14][cH:15][c:16]([C:19](=[O:20])[OH:21])[cH:17][c:18]24)[n:22]([S:25](=[O:26])(=[O:27])[N:28]([CH3:29])[CH3:30])[n:23][cH:24]3)[c:4]([F:8])[cH:5][cH:6][cH:7]1.[F:31][C:32]([F:33])([F:34])[C:35]([OH:36])=[O:37].[Na+:45].[O-:41][C:42]([OH:43])=[O:44]>>[F:1][c:2]1[c:3](-[c:9]2[n:10][c:11]3[c:12]([c:13]4[cH:14][cH:15][c:16]([C:19](=[O:20])[OH:21])[cH:17][c:18]24)[n:22][nH:23][cH:24]3)[c:4]([F:8])[cH:5][cH:6][cH:7]1.